From a dataset of the Open Reaction Database (ORD), a public repository of structured organic reaction records. describe an organic reaction: reactants, conditions, products, and yield Starting materials: OC(CC1=NC=CN=C1)CC (2-(2-hydroxybutyl)pyrazine), CI (methyl iodide). Run in CO (methanol). Product: [I-].C[N+]1=CC(=NC=C1)CC(CC)O (1-Methyl-3-(2-hydroxybutyl)pyrazinium iodide). RXN SMILES: [OH:1][CH:2]([CH2:10][CH3:11])[CH2:3][C:4]1[CH:9]=[N:8][CH:7]=[CH:6][N:5]=1.[CH3:12][I:13]>CO>[I-:13].[CH3:12][N+:8]1[CH:7]=[CH:6][N:5]=[C:4]([CH2:3][CH:2]([OH:1])[CH2:10][CH3:11])[CH:9]=1 |f:3.4|. Procedure: 3.1 g of 2-(2-hydroxybutyl)pyrazine (3300) was dissolved in 30 ml of methanol, 10 ml of methyl iodide added and the solution refluxed for 3 days. It was then concentrated, taken up in water and extracted with chloroform. The aqueous solution was concentrated and chromatographed (Biogel P-2/water). Freeze-drying gave 4.6 g of product (3400) as a yellow solid. It was recrystallized from ethyl acetate/ethanol, m.p. 108°-9°. UV H2O max: 227 (4.11), 282 (3.85). 13C NMR: 163.30, S (C3); 150.63, D (C5)... Reactants: NCCOCCOCCNS(=O)(=O)C1=CC=C(C=C1)C1CN(CC2=C(C=C(C=C12)Cl)Cl)C (N-(2-(2-(2-aminoethoxy)ethoxy)ethyl)-4-(6,8-dichloro-2-methyl-1,2,3,4-tetrahydroisoquinolin-4-yl)benzenesulfonamide), CC(C(=O)ON1C(CCC1=O)=O)(C(=O)ON1C(CCC1=O)=O)C (bis(2,5-dioxopyrrolidin-1-yl) 2,2-dimethylmalonate). Yields the product Compound 183, ClC=1C=C2C(CN(CC2=C(C1)Cl)C)C1=CC=C(C=C1)S(=O)(=O)NCCOCCOCCNC(C(C(=O)NCCOCCOCCNS(=O)(=O)C1=CC=C(C=C1)C1CN(CC2=C(C=C(C=C12)Cl)Cl)C)(C)C)=O (N1,N3-bis(2-(2-(2-(4-(6,8-dichloro-2-methyl-1,2,3,4-tetrahydroisoquinolin-4-yl)phenylsulfonamido)ethoxy)ethoxy)ethyl)-2,2-dimethylmalonamide). RXN SMILES: [NH2:1][CH2:2][CH2:3][O:4][CH2:5][CH2:6][O:7][CH2:8][CH2:9][NH:10][S:11]([C:14]1[CH:19]=[CH:18][C:17]([CH:20]2[C:29]3[C:24](=[C:25]([Cl:31])[CH:26]=[C:27]([Cl:30])[CH:28]=3)[CH2:23][N:22]([CH3:32])[CH2:21]2)=[CH:16][CH:15]=1)(=[O:13])=[O:12].[CH3:33][C:34]([CH3:55])([C:45]([O:47]N1C(=O)CCC1=O)=O)[C:35]([O:37]N1C(=O)CCC1=O)=O>>[Cl:30][C:27]1[CH:28]=[C:29]2[C:24](=[C:25]([Cl:31])[CH:26]=1)[CH2:23][N:22]([CH3:32])[CH2:21][CH:20]2[C:17]1[CH:16]=[CH:15][C:14]([S:11]([NH:10][CH2:9][CH2:8][O:7][CH2:6][CH2:5][O:4][CH2:3][CH2:2][NH:1][C:45](=[O:47])[C:34]([CH3:33])([CH3:55])[C:35]([NH:1][CH2:2][CH2:3][O:4][CH2:5][CH2:6][O:7][CH2:8][CH2:9][NH:10][S:11]([C:14]2[CH:15]=[CH:16][C:17]([CH:20]3[C:29]4[C:24](=[C:25]([Cl:31])[CH:26]=[C:27]([Cl:30])[CH:28]=4)[CH2:23][N:22]([CH3:32])[CH2:21]3)=[CH:18][CH:19]=2)(=[O:13])=[O:12])=[O:37])(=[O:13])=[O:12])=[CH:19][CH:18]=1. Procedure: Compound 183 was prepared from intermediate 175.1 and bis(2,5-dioxopyrrolidin-1-yl) 2,2-dimethylmalonate (prepared using the methods outlined in example 168) following the procedure outlined in example 175. The crude product was purified by Prep-HPLC with acetonitrile:water (0.05% CF3COOH) (10%-100%). This resulted in 29.5 mg (5%) of a TFA salt of N1,N3-bis(2-(2-(2-(4-(6,8-dichloro-2-methyl-1,2,3,4-tetrahydroisoquinolin-4-yl)phenylsulfonamido)ethoxy)ethoxy)ethyl)-2,2-dimethylmalonamide as a whit... Reactants: C(CC)Br (propyl bromide), OC1=C(C=NC2=CC=CC=C12)CO (4-hydroxy-3-hydroxymethylquinoline), C([O-])([O-])=O.[K+].[K+] (potassium carbonate), C(CC)Br (propyl bromide). The solvent is CC(CC)=O (2-butanone). Yields the product OCC1=CN(C2=CC=CC=C2C1=O)CCC (3-hydroxymethyl-1-propyl-4-quinolone). Reaction SMILES: [OH:1][C:2]1[C:11]2[C:6](=[CH:7][CH:8]=[CH:9][CH:10]=2)[N:5]=[CH:4][C:3]=1[CH2:12][OH:13].C(=O)([O-])[O-].[K+].[K+].[CH2:20](Br)[CH2:21][CH3:22]>CC(=O)CC>[OH:13][CH2:12][C:3]1[C:2](=[O:1])[C:11]2[C:6](=[CH:7][CH:8]=[CH:9][CH:10]=2)[N:5]([CH2:20][CH2:21][CH3:22])[CH:4]=1 |f:1.2.3|. Procedure: A mixture of 4-hydroxy-3-hydroxymethylquinoline (5.0 g.), anhydrous potassium carbonate (1.6 g.), propyl bromide (2.6 ml.) and 2-butanone (500 ml.) was stirred and boiled under reflux for 18 hours. Additional propyl bromide (2 ml.) was added and the mixture boiled under reflux for 23 hours. The solvent was evaporated and the residue treated with water (100 ml.) and basified with 5 N aqueous sodium hydroxide. The solution was extracted with dichloromethane (4×100 ml.). The extract was dried and e... Reactants: C1(=CC=CC=C1)CC(=O)O (phenylacetic acid), CN(C=O)C (N,N-dimethylformamide), P(=O)(Cl)(Cl)Cl (Phosphorus oxychloride), C([O-])([O-])=O.[K+].[K+] (potassium carbonate), CN(C=O)C (N,N-dimethylformamide), ice, ice. Reaction conditions: temperature 70 celsius, time 16 hour. Yields the product CN(C=C(C=O)C1=CC=CC=C1)C (3-dimethylamino-2-phenylpropenaldehyde). As a reaction SMILES: P(Cl)(Cl)(Cl)=O.[C:6]1([CH2:12][C:13]([OH:15])=O)[CH:11]=[CH:10][CH:9]=[CH:8][CH:7]=1.C(=O)([O-])[O-].[K+].[K+].[CH3:22][N:23]([CH3:26])[CH:24]=O>>[CH3:22][N:23]([CH3:26])[CH:24]=[C:12]([C:6]1[CH:7]=[CH:8][CH:9]=[CH:10][CH:11]=1)[CH:13]=[O:15] |f:2.3.4|. Reported procedure: Phosphorus oxychloride, 690 grams (4.5 moles), is warmed to about 30° C., and 478 mL of N,N-dimethylformamide is added dropwise during a two hour period. Upon completion of addition, a solution of 202 grams (1.5 moles) of phenylacetic acid in 158 mL of N,N-dimethylformamide is added dropwise during a one hour period. Upon completion of the addition, the reaction mixture is slowly warmed to about 70°-75° C. where it is stirred for about 16 hours. After this time the reaction mixture is poured int...